From a dataset of the Open Reaction Database (ORD), a public repository of structured organic reaction records. describe an organic reaction: reactants, conditions, products, and yield The reactants are 1A, CI (methyl iodide), BrCCCCC (1-bromopentane), O=C1C=CC(=CN1)CN1C(C2(C3=CC=CC=C13)COC=1C2=CC2=C(OCO2)C1)=O (1′-[(6-oxo-1,6-dihydropyridin-3-yl)methyl]spiro[furo[2,3-f][1,3]benzodioxole-7,3′-indol]-2′(1′H)-one), BrC1=C2C=CNC2=CC=C1 (4-bromoindole). Yields the product CN1C=C(C=CC1=O)CN1C(C2(C3=CC=CC=C13)COC=1C2=CC2=C(OCO2)C1)=O (1′-[(1-methyl-6-oxo-1,6-dihydropyridin-3-yl)methyl]spiro[furo[2,3-f][1,3]benzodioxole-7,3′-indol]-2′(1′H)-one). RXN SMILES: [O:1]=[C:2]1[NH:7][CH:6]=[C:5]([CH2:8][N:9]2[C:17]3[C:12](=[CH:13][CH:14]=[CH:15][CH:16]=3)[C:11]3([C:21]4=[CH:22][C:23]5[O:27][CH2:26][O:25][C:24]=5[CH:28]=[C:20]4[O:19][CH2:18]3)[C:10]2=[O:29])[CH:4]=[CH:3]1.Br[C:31]1C=CC=C2C=1C=CN2.CI.BrCCCCC>>[CH3:31][N:7]1[C:2](=[O:1])[CH:3]=[CH:4][C:5]([CH2:8][N:9]2[C:17]3[C:12](=[CH:13][CH:14]=[CH:15][CH:16]=3)[C:11]3([C:21]4=[CH:22][C:23]5[O:27][CH2:26][O:25][C:24]=5[CH:28]=[C:20]4[O:19][CH2:18]3)[C:10]2=[O:29])=[CH:6]1. Reported procedure: Following the procedure described in PREPARATION 1A, and making non-critical variations using 1′-[(6-oxo-1,6-dihydropyridin-3-yl)methyl]spiro[furo[2,3-f][1,3]benzodioxole-7,3′-indol]-2′(1′H)-one to replace 4-bromoindole, and methyl iodide to replace 1-bromopentane, the title compound was obtained (78%): mp 115-118° C.; 1H NMR (300 MHz, CDCl3) δ 7.39-7.23 (m, 3H), 7.18 (d, 1H), 7.06 (t, 1H), 6.87 (d, 1H), 6.57-6.48 (m, 2H), 6.02 (s, 1H), 5.87-5.83 (m, 2H), 4.90 (d, 1H), 4.75-4.52 (m, 3H), 3.51 (s... Starting materials: BrC1=C(C=CC2=C1C(=N[C@H](C(N2C)=O)C)C2=C(C=CC=C2)Cl)N=C=O ((S)-[6-bromo-5-(o-chlorophenyl)-2,3-dihydro-1,3-dimethyl-2-oxo-1H-1,4-benzodiazepin-7-yl]isocyanate), NC=1C=CC2=C(C(=N[C@H](C(N2C)=O)C)C2=C(C=CC=C2)Cl)C1Br ((S)-7-amino-6-bromo-5-(o-chlorophenyl)-1,3-dihydro-1,3-dimethyl-2H-1,4-benzodiazepin-2-one), NCC(CO)O (3-amino-1,2-propanediol). Solvent: CC(=O)C (acetone), O (water), CC(=O)C (acetone). Run at time 12 hour. Product: BrC1=C(C=CC2=C1C(=N[C@H](C(N2C)=O)C)C2=C(C=CC=C2)Cl)NC(=O)NCC2OC(OC2)(C)C (1-[(S)-6-bromo-5-(o-chlorophenyl)-2,3-dihydro-1,3-dimethyl-2-oxo-1H-1,4-benzodiazepin-7-yl]-3-[(2,2-dimethyl-1,3-dioxolan-4-yl)methyl]urea). RXN SMILES: [Br:1][C:2]1[C:7]2[C:8]([C:16]3[CH:21]=[CH:20][CH:19]=[CH:18][C:17]=3[Cl:22])=[N:9][C@@H:10]([CH3:15])[C:11](=[O:14])[N:12]([CH3:13])[C:6]=2[CH:5]=[CH:4][C:3]=1[N:23]=[C:24]=[O:25].N[C:27]1[CH:28]=CC2N(C)C(=O)[C@H](C)N=C(C3C=CC=CC=3Cl)C=2[C:47]=1Br.[NH2:49][CH2:50][CH:51]([OH:54])[CH2:52][OH:53]>CC(C)=O.O>[Br:1][C:2]1[C:7]2[C:8]([C:16]3[CH:21]=[CH:20][CH:19]=[CH:18][C:17]=3[Cl:22])=[N:9][C@@H:10]([CH3:15])[C:11](=[O:14])[N:12]([CH3:13])[C:6]=2[CH:5]=[CH:4][C:3]=1[NH:23][C:24]([NH:49][CH2:50][CH:51]1[CH2:52][O:53][C:27]([CH3:28])([CH3:47])[O:54]1)=[O:25]. Procedure details: A solution of (S)-[6-bromo-5-(o-chlorophenyl)-2,3-dihydro-1,3-dimethyl-2-oxo-1H-1,4-benzodiazepin-7-yl]isocyanate [obtained in accordance with details in Example 1(f) from 4 g (0.01 mol) of (S)-7-amino-6-bromo-5-(o-chlorophenyl)-1,3-dihydro-1,3-dimethyl-2H-1,4-benzodiazepin-2-one] in acetone is treated with a solution of 3.8 g (0.04 mol) of 3-amino-1,2-propanediol in 10 ml of water and 50 ml of acetone, the mixture is stirred at room temperature for 12 hours and extracted with methylene chloride...